This data is from the Open Reaction Database (ORD), a public repository of structured organic reaction records. The task is: describe an organic reaction: reactants, conditions, products, and yield Starting materials: ClC1=C(C=CC(=C1)F)C1(CCCC1)C(=O)O (1-(2-chloro-4-fluorophenyl)cyclopentanecarboxylic acid), NCCCN1CCC(CC1)C=1C=C(C=CC1C)NC(C(C)C)=O (N-{3-[1-(3-amino propyl)-4-piperidinyl]-4-methylphenyl}-2-methylpropanamide). The product is ClC1=C(C=CC(=C1)F)C1(CCCC1)C(=O)NCCCN1CCC(CC1)C1=C(C=CC(=C1)NC(C(C)C)=O)C (1-(2-CHLORO-4-FLUOROPHENYL)-N-(3-{4-[5-(ISOBUTYRYLAMINO)-2-METHYL PHENYL]-1-PIPERIDINYL}PROPYL)CYCLOPENTANECARBOXAMIDE). Reaction SMILES: [Cl:1][C:2]1[CH:7]=[C:6]([F:8])[CH:5]=[CH:4][C:3]=1[C:9]1([C:14]([OH:16])=O)[CH2:13][CH2:12][CH2:11][CH2:10]1.[NH2:17][CH2:18][CH2:19][CH2:20][N:21]1[CH2:26][CH2:25][CH:24]([C:27]2[CH:28]=[C:29]([NH:34][C:35](=[O:39])[CH:36]([CH3:38])[CH3:37])[CH:30]=[CH:31][C:32]=2[CH3:33])[CH2:23][CH2:22]1>>[Cl:1][C:2]1[CH:7]=[C:6]([F:8])[CH:5]=[CH:4][C:3]=1[C:9]1([C:14]([NH:17][CH2:18][CH2:19][CH2:20][N:21]2[CH2:26][CH2:25][CH:24]([C:27]3[CH:28]=[C:29]([NH:34][C:35](=[O:39])[CH:36]([CH3:38])[CH3:37])[CH:30]=[CH:31][C:32]=3[CH3:33])[CH2:23][CH2:22]2)=[O:16])[CH2:10][CH2:11][CH2:12][CH2:13]1. Procedure: Example 135 was prepared from 1-(2-chloro-4-fluorophenyl)cyclopentanecarboxylic acid and N-{3-[1-(3-amino propyl)-4-piperidinyl]-4-methylphenyl}-2-methylpropanamide according to the procedures described in Scheme 9: 1H NMR (400 MHz, CDCl3) δ 7.56 (dd, 1H, J=8.7, 6.3 Hz), 7.32 (s, 1H), 7.22–7.15 (m, 2H), 7.06 (dd, 1H, J=8.7, 3.0 Hz), 7.05–6.95 (m, 2H), 5.90–5.84 (m, 1H), 3.21 (q, 2H, J=5.7 Hz), 2.87–2.80 (m, 2H), 2.59–2.49 (m, 1H), 2.44 (septet, 1H, J=6.5 Hz), 2.41–2.40 (m, 2H), 2.26 (t, 2H, J=5.... Reactants: [C]=O (Carbon monoxide), ClC=1C=C(C(=NC1)C(=O)N(C1=CC=C(C=C1)SC(F)(F)F)C)S(=O)(=O)CC (5-chloro-3-ethylsulfonyl-N-methyl-N-(4-trifluoromethylsulfanylphenyl)picolinamide), C(C)(=O)[O-].[Na+] (sodium acetate), C(C)O (ethanol), [C]=O (carbon monoxide). Reagents/catalysts: C(C)(=O)[O-].[Pd+2].C(C)(=O)[O-] (palladium(II) acetate), C1(=CC=CC=C1)P([C-]1C=CC=C1)C1=CC=CC=C1.[C-]1(C=CC=C1)P(C1=CC=CC=C1)C1=CC=CC=C1.[Fe+2] (1,1′-bis(diphenylphosphino)ferrocene), C(C)(=O)[O-].[Pd+2].C(C)(=O)[O-] (palladium(II) acetate), C1(=CC=CC=C1)P([C-]1C=CC=C1)C1=CC=CC=C1.[C-]1(C=CC=C1)P(C1=CC=CC=C1)C1=CC=CC=C1.[Fe+2] (1,1′-bis(diphenylphosphino)ferrocene). The solvent is O (water). Reaction conditions: temperature 110 celsius, time 3 hour. Yields the product C(C)S(=O)(=O)C=1C(=NC=C(C(=O)OCC)C1)C(N(C1=CC=C(C=C1)SC(F)(F)F)C)=O (ethyl 5-ethylsulfonyl-6-[methyl-(4-trifluoromethylsulfanylphenyl) carbamoyl]nicotinate). Reaction SMILES: [C]=O.Cl[C:4]1[CH:5]=[C:6]([S:25]([CH2:28][CH3:29])(=[O:27])=[O:26])[C:7]([C:10]([N:12]([CH3:24])[C:13]2[CH:18]=[CH:17][C:16]([S:19][C:20]([F:23])([F:22])[F:21])=[CH:15][CH:14]=2)=[O:11])=[N:8][CH:9]=1.[C:30]([O-:33])(=[O:32])C.[Na+].[CH2:35](O)[CH3:36]>C([O-])(=O)C.[Pd+2].C([O-])(=O)C.C1(P(C2C=CC=CC=2)[C-]2C=CC=C2)C=CC=CC=1.[C-]1(P(C2C=CC=CC=2)C2C=CC=CC=2)C=CC=C1.[Fe+2].O>[CH2:28]([S:25]([C:6]1[C:7]([C:10](=[O:11])[N:12]([CH3:24])[C:13]2[CH:18]=[CH:17][C:16]([S:19][C:20]([F:23])([F:21])[F:22])=[CH:15][CH:14]=2)=[N:8][CH:9]=[C:4]([CH:5]=1)[C:30]([O:33][CH2:35][CH3:36])=[O:32])(=[O:26])=[O:27])[CH3:29] |f:2.3,5.6.7,8.9.10,^3:0|. Procedure details: Carbon monoxide at 10 atm was introduced to a mixture of 1.07 g of 5-chloro-3-ethylsulfonyl-N-methyl-N-(4-trifluoromethylsulfanylphenyl)picolinamide (Compound of Present Invention 118), 6 mg of palladium(II) acetate, 80 mg of 1,1′-bis(diphenylphosphino)ferrocene, 410 mg of sodium acetate and 20 ml of ethanol, and the mixture was stirred at 110° C. for 3 hours. 6 mg of palladium(II) acetate and 80 mg of 1,1′-bis(diphenylphosphino)ferrocene were added to the cooled reaction mixture, then carbon mo...